From a dataset of the Open Reaction Database (ORD), a public repository of structured organic reaction records. describe an organic reaction: reactants, conditions, products, and yield Reactants: ClC1=CC2=C(C=N1)C(=NN2)C2=CC=C(C=C2)F (6-Chloro-3-(4-fluorophenyl)-1H-pyrazolo[4,3-c]pyridine), CC(C)([O-])C.[K+] (potassium t-butoxide), COCCNC(=O)N (1-(2-methoxyethyl)urea). The reagents and catalysts are CC(C)C1=CC(=C(C(=C1)C(C)C)C2=C(C=CC(=C2P(C3CCCCC3)C4CCCCC4)OC)OC)C(C)C.C1=CC=C([C-]=C1)CCN.Cl[Pd+] (chloro[2-(dicyclohexylphosphino)-3,6-dimethoxy-2′-4′-6′-tri-i-propyl-1,1′-biphenyl][2-(2-aminoethyl)phenyl]palladium(II)). The solvent is C1CCOC1 (THF), C1CCOC1 (THF). Conditions: temperature 60 celsius, time 18 hour. Product: FC1=CC=C(C=C1)C1=NNC2=C1C=NC(=C2)NC(=O)NCCOC (1-(3-(4-fluorophenyl)-1H-pyrazolo[4,3-c]pyridin-6-yl)-3-(2-methoxyethyl)urea). Yield: 41.2%. Reaction SMILES: Cl[C:2]1[N:7]=[CH:6][C:5]2[C:8]([C:11]3[CH:16]=[CH:15][C:14]([F:17])=[CH:13][CH:12]=3)=[N:9][NH:10][C:4]=2[CH:3]=1.[CH3:18][O:19][CH2:20][CH2:21][NH:22][C:23]([NH2:25])=[O:24].CC(C)([O-])C.[K+]>C1COCC1.CC(C1C=C(C(C)C)C(C2C(P(C3CCCCC3)C3CCCCC3)=C(OC)C=CC=2OC)=C(C(C)C)C=1)C.C1C=[C-]C(CCN)=CC=1.Cl[Pd+]>[F:17][C:14]1[CH:15]=[CH:16][C:11]([C:8]2[C:5]3[CH:6]=[N:7][C:2]([NH:25][C:23]([NH:22][CH2:21][CH2:20][O:19][CH3:18])=[O:24])=[CH:3][C:4]=3[NH:10][N:9]=2)=[CH:12][CH:13]=1 |f:2.3,5.6.7|. Reported procedure: 6-Chloro-3-(4-fluorophenyl)-1H-pyrazolo[4,3-c]pyridine (433 mg, 1.748 mmol), 1-(2-methoxyethyl)urea (313 mg, 2.65 mmol) and chloro[2-(dicyclohexylphosphino)-3,6-dimethoxy-2′-4′-6′-tri-i-propyl-1,1′-biphenyl][2-(2-aminoethyl)phenyl]palladium(II) (97 mg, 0.121 mmol) were taken up in THF (10.5 mL) in a 20 mL microwave vial. 1 M potassium t-butoxide in THF (5.25 mL, 5.25 mmol) was added and the vial was evacuated and back-filled with N2 (x3). The reaction mixture was stirred at 60° C. for 18 hours. ... Starting materials: C(C=1C(O)=CC=CC1)O (Salicyl alcohol), C1(=CC=C(C=C1)S(=O)(=O)O)C (para-toluenesulfonic acid), CC(=O)C (acetone). The solvent is C1=CC=CC=C1 (benzene). Yields the product CC1(OC2=C(CO1)C=CC=C2)C (2,2-Dimethyl-4H-benzo[1,3]dioxine). RXN SMILES: [CH2:1]([OH:9])[C:2]1[C:3](=[CH:5][CH:6]=[CH:7][CH:8]=1)[OH:4].[CH3:10][C:11]([CH3:13])=O.C1(C)C=CC(S(O)(=O)=O)=CC=1>C1C=CC=CC=1>[CH3:10][C:11]1([CH3:13])[O:9][CH2:1][C:2]2[CH:8]=[CH:7][CH:6]=[CH:5][C:3]=2[O:4]1. Procedure: First the hydroxyl groups of Salicyl alcohol were protected with acetone in refluxing benzene with the catalysis of para-toluenesulfonic acid to give 2,2-Dimethyl-4H-benzo[1,3]dioxine in quantitive yield. Friedel-craft acylation of this compound with AlCl3 and acetyl chloride in refluxing chloroform afforded 1-(2,2-dimethyl-4H-benzo[1,3]dioxin-6-yl)-ethanone in good yield. This was further brominated in chloroform with the catalysis of benzoyl peroxide to give 2-bromo-1-(2,2-dimethyl-4H-benzo[1,... Reactants: COc1c(C#N)cc(C(=O)N2CS(=O)(=O)c3ccccc32)cc1C1CC1, CN(C)C=O, [Cl-], Cl, [Li+]. The product is N#Cc1cc(C(=O)N2CS(=O)(=O)c3ccccc32)cc(C2CC2)c1O. Reaction SMILES: [C:1](#[N:2])[c:3]1[cH:4][c:5]([C:6](=[O:7])[N:8]2[CH2:9][S:10](=[O:17])(=[O:18])[c:11]3[c:12]2[cH:13][cH:14][cH:15][cH:16]3)[cH:19][c:20]([CH:24]2[CH2:25][CH2:26]2)[c:21]1[O:22][CH3:23].[CH3:30][N:31]([CH3:32])[CH:33]=[O:34].[Cl-:28].[ClH:29].[Li+:27]>>[C:1](#[N:2])[c:3]1[cH:4][c:5]([C:6](=[O:7])[N:8]2[CH2:9][S:10](=[O:17])(=[O:18])[c:11]3[c:12]2[cH:13][cH:14][cH:15][cH:16]3)[cH:19][c:20]([CH:24]2[CH2:25][CH2:26]2)[c:21]1[OH:22]. Starting materials: C(C)(C)(C)OC(=O)NC1(CC(CN(CC1)C1=C(C=NN1C)NC(=O)C=1N=C(SC1NC(OC(C)(C)C)=O)C1=C(C=CC=C1F)F)(F)F)C (tert-butyl N-(4-((5-(5-(tert-butoxycarbonylamino)-3,3-difluoro-5-methyl-azepan-1-yl)-1-methyl-pyrazol-4-yl)carbamoyl)-2-(2,6-difluorophenyl)thiazol-5-yl)carbamate), Cl (HCl), O1CCOCC1 (dioxane). Run in CO (MeOH). Reaction conditions: time 16 hour. Product: NC1=C(N=C(S1)C1=C(C=CC=C1F)F)C(=O)NC=1C=NN(C1N1CC(CC(CC1)(C)N)(F)F)C (5-amino-N-[5-(5-amino-3,3-difluoro-5-methyl-azepan-1-yl)-1-methyl-pyrazol-4-yl]-2-(2,6-difluorophenyl)thiazole-4-carboxamide). Isolated yield 98.5%. As a reaction SMILES: C(OC([NH:8][C:9]1([CH3:48])[CH2:15][CH2:14][N:13]([C:16]2[N:20]([CH3:21])[N:19]=[CH:18][C:17]=2[NH:22][C:23]([C:25]2[N:26]=[C:27]([C:38]3[C:43]([F:44])=[CH:42][CH:41]=[CH:40][C:39]=3[F:45])[S:28][C:29]=2[NH:30]C(=O)OC(C)(C)C)=[O:24])[CH2:12][C:11]([F:47])([F:46])[CH2:10]1)=O)(C)(C)C.Cl.O1CCOCC1>CO>[NH2:30][C:29]1[S:28][C:27]([C:38]2[C:39]([F:45])=[CH:40][CH:41]=[CH:42][C:43]=2[F:44])=[N:26][C:25]=1[C:23]([NH:22][C:17]1[CH:18]=[N:19][N:20]([CH3:21])[C:16]=1[N:13]1[CH2:14][CH2:15][C:9]([NH2:8])([CH3:48])[CH2:10][C:11]([F:46])([F:47])[CH2:12]1)=[O:24]. Reported procedure: To a solution of tert-butyl N-(4-((5-(5-(tert-butoxycarbonylamino)-3,3-difluoro-5-methyl-azepan-1-yl)-1-methyl-pyrazol-4-yl)carbamoyl)-2-(2,6-difluorophenyl)thiazol-5-yl)carbamate (0.36 g, 0.51 mmol) in MeOH (5 mL) was added HCl in dioxane (4 M, 0.02 mol, 5 mL). The reaction mixture was stirred at room temperature for 16 hr and concentrated under reduced pressure. Purification via SCX cartridge washing with 1/1 MeOH/DCM (250 mL) followed by MeOH (250 mL) and eluting with 1 N NH3 in MeOH (200 mL)...